From a dataset of the Open Reaction Database (ORD), a public repository of structured organic reaction records. describe an organic reaction: reactants, conditions, products, and yield The reactants are O=Cc1ccccc1B(O)O, Cl, C[N+](=O)[O-], [Na+], [OH-], O. Product: O=[N+]([O-])CC1OB(O)c2ccccc21. As a reaction SMILES: [CH:1](=[O:2])[c:3]1[c:4]([B:9]([OH:10])[OH:11])[cH:5][cH:6][cH:7][cH:8]1.[ClH:18].[N+:14](=[O:15])([O-:16])[CH3:17].[Na+:13].[OH-:12].[OH2:19]>>[CH:1]1([CH2:17][N+:14](=[O:15])[O-:16])[c:3]2[c:4]([cH:5][cH:6][cH:7][cH:8]2)[B:9]([OH:10])[O:11]1. The reactants are S(=O)(=O)([O-])S(=O)[O-].[Na+].[Na+] (sodium meta-bisulfite), C(C)NC(=O)C=1SC(=CC1[Si](C)(C)C)S(=O)C (N-Ethyl-5-(methylsulfinyl)-3-(trimethylsilyl)-2-thiophenecarboxamide), N[C@@H](CC1=CC=C2C=CC=CC2=C1)C(=O)O (Nal), FC(C(=O)OC(C(F)(F)F)=O)(F)F (trifluoroacetic anhydride). The solvent is CC(=O)C (acetone), C(Cl)Cl (CH2Cl2). Conditions: temperature 0 celsius. Yields the product C(C)NC(=O)C=1SC(=CC1[Si](C)(C)C)SC (N-Ethyl-5-(methylthio)-3-(trimethylsilyl)-2-thiophenecarboxamide). Yield: 88.2%. As a reaction SMILES: [CH2:1]([NH:3][C:4]([C:6]1[S:7][C:8]([S:15]([CH3:17])=O)=[CH:9][C:10]=1[Si:11]([CH3:14])([CH3:13])[CH3:12])=[O:5])[CH3:2].N[C@H](C(O)=O)CC1C=C2C(C=CC=C2)=CC=1.FC(F)(F)C(OC(=O)C(F)(F)F)=O.S(S([O-])=O)([O-])(=O)=O.[Na+].[Na+]>CC(C)=O.C(Cl)Cl>[CH2:1]([NH:3][C:4]([C:6]1[S:7][C:8]([S:15][CH3:17])=[CH:9][C:10]=1[Si:11]([CH3:14])([CH3:13])[CH3:12])=[O:5])[CH3:2] |f:3.4.5|. Reported procedure: To a solution of the compound of Example 260 (0.6 g) and Nal (0.8 g) in 10 mL acetone was added slowly 0.4 mL trifluoroacetic anhydride at 0° C. and the mixture was stirred at 0° C. for an additional hour. Then CH2Cl2 and aq sat sodium meta-bisulfite were added. The organic layer was separated, washed with brine, dried and concentrated. Flash chromatography of the residue with 10% ethyl acetate-hexane gave 0.5 g of the title compound as a white solid. m.p. 58-61° C. Starting materials: CC1(C)C(C(=O)c2cn(CC3CCOCC3)c3cc(OCc4ccccc4)ccc23)C1(C)C, CCO, CCOC(C)=O. Product: CC1(C)C(C(=O)c2cn(CC3CCOCC3)c3cc(O)ccc23)C1(C)C. RXN SMILES: [CH2:1]([c:2]1[cH:3][cH:4][cH:5][cH:6][cH:7]1)[O:8][c:9]1[cH:10][cH:11][c:12]2[c:13]([C:25](=[O:26])[CH:27]3[C:28]([CH3:32])([CH3:33])[C:29]3([CH3:30])[CH3:31])[cH:14][n:15]([CH2:18][CH:19]3[CH2:20][CH2:21][O:22][CH2:23][CH2:24]3)[c:16]2[cH:17]1.[CH3:34][CH2:35][OH:36].[CH3:37][CH2:38][O:39][C:40]([CH3:41])=[O:42]>>[OH:8][c:9]1[cH:10][cH:11][c:12]2[c:13]([C:25](=[O:26])[CH:27]3[C:28]([CH3:32])([CH3:33])[C:29]3([CH3:30])[CH3:31])[cH:14][n:15]([CH2:18][CH:19]3[CH2:20][CH2:21][O:22][CH2:23][CH2:24]3)[c:16]2[cH:17]1. Reactants: CC(C)n1ncnc1-c1nc2c(s1)CCOc1ccc(Br)cc1-2, COc1ccc(B(O)O)cn1. Yields the product COc1ccc(-c2ccc3c(c2)-c2nc(-c4ncnn4C(C)C)sc2CCO3)cn1. As a reaction SMILES: [Br:1][c:2]1[cH:3][cH:4][c:5]2[c:6]([cH:23]1)-[c:7]1[n:8][c:9](-[c:15]3[n:16]([CH:20]([CH3:21])[CH3:22])[n:17][cH:18][n:19]3)[s:10][c:11]1[CH2:12][CH2:13][O:14]2.[CH3:24][O:25][c:26]1[cH:27][cH:28][c:29]([B:32]([OH:33])[OH:34])[cH:30][n:31]1>>[c:2]1(-[c:29]2[cH:28][cH:27][c:26]([O:25][CH3:24])[n:31][cH:30]2)[cH:3][cH:4][c:5]2[c:6]([cH:23]1)-[c:7]1[n:8][c:9](-[c:15]3[n:16]([CH:20]([CH3:21])[CH3:22])[n:17][cH:18][n:19]3)[s:10][c:11]1[CH2:12][CH2:13][O:14]2. Starting materials: [Na] (sodium), CO (CH3OH), C(CC(=O)OC)(=O)OC (dimethyl malonate), C(=C)C1=CC=NC=C1 (4-vinyl pyridine). Run in CCOC(=O)C (EtOAc). Conditions: temperature 50 celsius, time 5 minute. Yields the product EtOAc hexanes, COC(=O)C(C(=O)OC)CCC1=CC=NC=C1 (Methyl 2-(methoxycarbonyl)-4-(pyridin-4-yl)butyrate). Yield: 57.5%. RXN SMILES: [Na].CO.[C:4]([O:11][CH3:12])(=[O:10])[CH2:5][C:6]([O:8][CH3:9])=[O:7].[CH:13]([C:15]1[CH:20]=[CH:19][N:18]=[CH:17][CH:16]=1)=[CH2:14]>CCOC(C)=O>[CH3:9][O:8][C:6]([CH:5]([CH2:14][CH2:13][C:15]1[CH:20]=[CH:19][N:18]=[CH:17][CH:16]=1)[C:4]([O:11][CH3:12])=[O:10])=[O:7] |^1:0|. Reported procedure: To a stirred solution of elemental sodium (20 g, 840 mmol) and CH3OH (600 ml) was added dimethyl malonate 10-1 (135 ml, 1120 mmol). After 5 minutes, 4-vinyl pyridine 10-2 (15.3 ml, 140 mmoles) was added and the solution was heated to 50° C. for 18 h. The reaction was diluted with EtOAc and then washed with sat NaHCO3, brine, dried (MgSO4) and concentrated. Flash chromatoraphy (silica, 60% EtOAc/hexanes) furnished the diether 10-3 (19.1 g) as a yellow oil.